Dataset: the Open Reaction Database (ORD), a public repository of structured organic reaction records. Task: describe an organic reaction: reactants, conditions, products, and yield Starting materials: [OH-].[Na+] (sodium hydroxide), Cl.N[C@@H](CC1=CC=CC=C1)C(=O)O (L-phenylalanine hydrochloride), Cl (HCl), Cl.N[C@@H](CC1=CC=CC=C1)C(=O)O (L-phenylalanine hydrochloride), Cl (HCl). Run in O (water), C(C)(=O)O (acetic acid), O (water). Run at temperature 105 celsius, time 13 hour. The product is N[C@@H](CC1=CC=CC=C1)C(=O)O (L-phenylalanine). Yield: 61.0%. RXN SMILES: Cl.Cl.[NH2:3][C@H:4]([C:12]([OH:14])=[O:13])[CH2:5][C:6]1[CH:11]=[CH:10][CH:9]=[CH:8][CH:7]=1.[OH-].[Na+]>O.C(O)(=O)C>[NH2:3][C@H:4]([C:12]([OH:14])=[O:13])[CH2:5][C:6]1[CH:11]=[CH:10][CH:9]=[CH:8][CH:7]=1 |f:1.2,3.4|. Procedure: To a still there were charged the mother liquor and acetic acid wash of Example I and the mixture was concentrated to 45% solids at 55° C. The contents of the still were then transferred to a hydrolyzer and combined with the mother liquor of Example II and there were added 0.50 mole HCl and 1.60 moles water. The mixture was then heated to 105° C. with stirring while low boilers were removed. The solution was held at 105° C. for 13 hours to effect hydrolysis. The mixture was transferred to a crys...